From a dataset of the Open Reaction Database (ORD), a public repository of structured organic reaction records. describe an organic reaction: reactants, conditions, products, and yield Reactants: CC(=O)C(O)c1ccc(Br)cc1, CC(O)C(=O)c1ccc(Br)cc1. Yields the product CC(OC=O)C(=O)c1ccc(Br)cc1. As a reaction SMILES: [Br:13][c:14]1[cH:15][cH:16][c:17]([CH:18]([OH:19])[C:21]([CH3:20])=[O:23])[cH:22][cH:24]1.[Br:1][c:2]1[cH:3][cH:4][c:5]([C:8]([CH:9]([CH3:10])[OH:11])=[O:12])[cH:6][cH:7]1>>[Br:1][c:2]1[cH:3][cH:4][c:5]([C:8]([CH:9]([CH3:10])[O:11][CH:21]=[O:23])=[O:12])[cH:6][cH:7]1. Reactants: CC(C)(C)c1ccc(S(=O)(=O)Cl)cc1, C=CCOc1cc(C#N)cc(N)c1Oc1ccccc1OC, Cc1ccccc1, c1ccncc1. The product is C=CCOc1cc(C#N)cc(NS(=O)(=O)c2ccc(C(C)(C)C)cc2)c1Oc1ccccc1OC. Reaction SMILES: [C:23]([CH3:24])([CH3:25])([CH3:26])[c:27]1[cH:28][cH:29][c:30]([S:33](=[O:34])(=[O:35])[Cl:36])[cH:31][cH:32]1.[CH2:1]([CH:2]=[CH2:3])[O:4][c:5]1[cH:6][c:7]([C:8]#[N:9])[cH:10][c:11]([NH2:22])[c:12]1[O:13][c:14]1[c:15]([O:20][CH3:21])[cH:16][cH:17][cH:18][cH:19]1.[CH3:43][c:44]1[cH:45][cH:46][cH:47][cH:48][cH:49]1.[cH:37]1[cH:38][cH:39][n:40][cH:41][cH:42]1>>[CH2:1]([CH:2]=[CH2:3])[O:4][c:5]1[cH:6][c:7]([C:8]#[N:9])[cH:10][c:11]([NH:22][S:33]([c:30]2[cH:29][cH:28][c:27]([C:23]([CH3:24])([CH3:25])[CH3:26])[cH:32][cH:31]2)(=[O:34])=[O:35])[c:12]1[O:13][c:14]1[c:15]([O:20][CH3:21])[cH:16][cH:17][cH:18][cH:19]1. Run in C(C)O (ethanol). RXN SMILES: [Na].[CH3:2][NH:3][C:4](=[S:7])[NH:5][NH2:6].[C:8]([O:15]CC)(=O)[C:9](OCC)=[O:10]>C(O)C>[SH:7][C:4]1[N:3]([CH3:2])[C:9](=[O:10])[C:8]([OH:15])=[N:6][N:5]=1 |^1:0|. Starting materials: [Na] (sodium), CNC(NN)=S (4-methylthiosemicarbazide), C(C(=O)OCC)(=O)OCC (diethyl oxalate). Yields the product SC1=NN=C(C(N1C)=O)O (3-MERCAPTO-4-METHYL-5-OXO-6-HYDROXY-4,5-DIHYDRO-1,2,4-TRIAZINE). Procedure: To a 22 liter (l.) flask containing 12.5 l. of anhydrous ethanol maintained in a nitrogen atmosphere were slowly added 230 g. of sodium. The mixture was maintained at room temperature overnight, a slow, but constant, stream of nitrogen being admitted to the flask. The mixture then was heated to 50° C., and 1050 g. (10 mole) of 4-methylthiosemicarbazide were added. The temperature of the mixture fell to 40° C. To the mixture were then added 1530 g. of diethyl oxalate through a funnel. Addition wa... Reaction conditions: time 4 hour. Reactants: C(C)(C)[Mg]Cl (isopropylmagnesium chloride), BrC1=C(N=C2N1C=CN=C2Cl)C(=O)OC (methyl 3-bromo-8-chloroimidazo[1,2-a]pyrazine-2-carboxylate), [Cu](C#N)C#N (copper cyanide), C(C=C)Br (allyl bromide). Solvent: C1CCOC1 (THF), [Cl-].[Na+].O (brine). Conditions: time 1 hour. Product: ClC=1C=2N(C=CN1)C(=C(N2)C(=O)OC)CC=C (methyl 8-chloro-3-(prop-2-en-1-yl)imidazo[1,2-a]pyrazine-2-carboxylate). Yield: 22.2%. As a reaction SMILES: Br[C:2]1[N:6]2[CH:7]=[CH:8][N:9]=[C:10]([Cl:11])[C:5]2=[N:4][C:3]=1[C:12]([O:14][CH3:15])=[O:13].[CH:16]([Mg]Cl)([CH3:18])[CH3:17].[Cu](C#N)C#N.C(Br)C=C>C1COCC1.[Cl-].[Na+].O>[Cl:11][C:10]1[C:5]2[N:6]([C:2]([CH2:18][CH:16]=[CH2:17])=[C:3]([C:12]([O:14][CH3:15])=[O:13])[N:4]=2)[CH:7]=[CH:8][N:9]=1 |f:5.6.7|. Reported procedure: To a suspension of methyl 3-bromo-8-chloroimidazo[1,2-a]pyrazine-2-carboxylate (250 mg, 0.861 mmol) in THF (8.6 mL) cooled to −40 C was added isopropylmagnesium chloride (0.99 mL, 1.29 mmol) dropwise. After 1 h stirring, copper cyanide (7.7 mg, 0.09 mmol) and allyl bromide (0.15 mL, 1.7 mmol) were added and the mixture was warmed to r.t. After 1 h, the reaction was poured into brine. The organic layer was separated, dried over MgSO4, filtered, and concentrated in vacuo. The crude material was pu...